From a dataset of the Open Reaction Database (ORD), a public repository of structured organic reaction records. describe an organic reaction: reactants, conditions, products, and yield The reactants are C1=CC=CC=C1 (benzene), CC(=CC(=O)OCC)C (ethyl 3,3-dimethylacrylate), liquid, F (hydrogen fluoride). Conditions: temperature 70 celsius, time 1 hour. Yields the product CC1(CC(C2=CC=CC=C12)=O)C (3,3-Dimethyl-1-indanone). The yield is 96.7%. As a reaction SMILES: [CH:1]1[CH:6]=[CH:5][CH:4]=[CH:3][CH:2]=1.[CH3:7][C:8]([CH3:15])=[CH:9][C:10](OCC)=[O:11].F>>[CH3:7][C:8]1([CH3:15])[C:6]2[C:1](=[CH:2][CH:3]=[CH:4][CH:5]=2)[C:10](=[O:11])[CH2:9]1. Procedure: 7.81 g (100 mmol) of benzene and 14.4 g (112 mmol) of ethyl 3,3-dimethylacrylate were reacted analogously with 100 g (5 mol) of liquid hydrogen fluoride and the mixture was stirred at 70° C. for 1 hour. The work-up was carried out analogously to Example A, giving 15.5 g of the compound (3) in a purity of 96% (GC). (Yield: 93.1% of theory). 1H-NMR spectra (100 MHz, CDCl3): 3:7.77-7.25 (m,4H), 2.57 (s,2H), 1.37 (s,6H). Reactants: NC=1C=2N(C=CC1C(C1C(C3=CSC=C3)O1)=O)C(=C(N2)C)C (8-amino-7-[2,3-epoxy-1-oxo-3-(3-thienyl)propyl]-2,3-dimethylimidazo[1,2-a]pyridine). Solvent: FC(C(C(F)(F)F)O)(F)F (hexafluoroisopropanol). Conditions: time 19 hour. Yields the product OC1C(NC=2C=3N(C=CC2C1=O)C(=C(N3)C)C)C3=CSC=C3 (8-Hydroxy-2,3-dimethyl-9-(3-thienyl)-7,8,9,10-tetrahydroimidazo[1,2-h][1,7]naphthyridin-7-one). Yield: 6.4%. As a reaction SMILES: [NH2:1][C:2]1[C:3]2[N:4]([C:18]([CH3:22])=[C:19]([CH3:21])[N:20]=2)[CH:5]=[CH:6][C:7]=1[C:8](=[O:17])[CH:9]1[O:16][CH:10]1[C:11]1[CH:15]=[CH:14][S:13][CH:12]=1>FC(F)(F)C(O)C(F)(F)F>[OH:16][CH:9]1[C:8](=[O:17])[C:7]2[CH:6]=[CH:5][N:4]3[C:18]([CH3:22])=[C:19]([CH3:21])[N:20]=[C:3]3[C:2]=2[NH:1][CH:10]1[C:11]1[CH:15]=[CH:14][S:13][CH:12]=1. Procedure details: 1.1 g of 8-amino-7-[2,3-epoxy-1-oxo-3-(3-thienyl)propyl]-2,3-dimethylimidazo[1,2-a]pyridine are dissolved in 20 ml of hexafluoroisopropanol at room temperature, the solvent is stripped off after 19 hours and the residue is purified on silica gel (eluent: methylene chloride/methanol=100/3). 70 mg of the title compound of m.p. 222–25° C. (diethyl ether) are obtained. Starting materials: ClP(Cl)(Cl)(Cl)Cl, O=[N+]([O-])c1ccccc1Cc1n[nH]c(O)n1, O=P(Cl)(Cl)Cl. Product: O=[N+]([O-])c1ccccc1Cc1n[nH]c(Cl)n1. Reaction SMILES: [Cl:17][P:18]([Cl:19])([Cl:20])([Cl:21])[Cl:22].[OH:1][c:2]1[n:3][c:4]([CH2:7][c:8]2[c:9]([N+:14](=[O:15])[O-:16])[cH:10][cH:11][cH:12][cH:13]2)[n:5][nH:6]1.[P:23]([Cl:24])([Cl:25])([Cl:26])=[O:27]>>[c:2]1([Cl:17])[n:3][c:4]([CH2:7][c:8]2[c:9]([N+:14](=[O:15])[O-:16])[cH:10][cH:11][cH:12][cH:13]2)[n:5][nH:6]1. Reactants: O.O.Cl[Sn]Cl (SnCl2.2H2O), [N+](=O)([O-])C=1C=C2C(=NC1)NN=C2C(F)(F)F (5-nitro-3-(trifluoromethyl)-1H-pyrazolo[3,4-b]pyridine), C([O-])(O)=O.[Na+] (sodium bicarbonate). The solvent is C(C)(=O)OCC (ethyl acetate). Yields the product FC(C1=NNC2=NC=C(C=C21)N)(F)F (3-(trifluoromethyl)-1H-pyrazolo[3,4-b]pyridine-5-amine). Isolated yield 102.6%. As a reaction SMILES: O.O.Cl[Sn]Cl.[N+:6]([C:9]1[CH:10]=[C:11]2[C:17]([C:18]([F:21])([F:20])[F:19])=[N:16][NH:15][C:12]2=[N:13][CH:14]=1)([O-])=O.C(=O)(O)[O-].[Na+]>C(OCC)(=O)C>[F:21][C:18]([F:19])([F:20])[C:17]1[C:11]2[C:12](=[N:13][CH:14]=[C:9]([NH2:6])[CH:10]=2)[NH:15][N:16]=1 |f:0.1.2,4.5|. Procedure: SnCl2.2H2O (1.3 g, 5.7 mmol) was added to 5-nitro-3-(trifluoromethyl)-1H-pyrazolo[3,4-b]pyridine (0.19 g, 0.82 mmol) in ethyl acetate (20 mL). The resulting solution was heated to reflux for 3 hours. The cooled yellow solution was treated with dilute aqueous sodium bicarbonate. The resulting slurry was filtered through celite, and the filter cake was washed with ethyl acetate. The layers were separated, and the organic layer was washed with brine, dried over magnesium sulfate, filtered, and evap... The reactants are [C-]#N.[Na+] (Sodium cyanide), BrCC1=CC=C(C2=CC=CC=C12)OC1=CC=CC=C1 (1-bromomethyl-4-phenoxynaphthalene). Solvent: CS(=O)C (DMSO), CS(=O)C (DMSO). Conditions: temperature 50 celsius, time 0.5 hour. The product is C(#N)CC1=CC=C(C2=CC=CC=C12)OC1=CC=CC=C1 (1-cyanomethyl-4-phenoxynaphthalene). The yield is 49.0%. As a reaction SMILES: [C-:1]#[N:2].[Na+].Br[CH2:5][C:6]1[C:15]2[C:10](=[CH:11][CH:12]=[CH:13][CH:14]=2)[C:9]([O:16][C:17]2[CH:22]=[CH:21][CH:20]=[CH:19][CH:18]=2)=[CH:8][CH:7]=1>CS(C)=O>[C:1]([CH2:5][C:6]1[C:15]2[C:10](=[CH:11][CH:12]=[CH:13][CH:14]=2)[C:9]([O:16][C:17]2[CH:22]=[CH:21][CH:20]=[CH:19][CH:18]=2)=[CH:8][CH:7]=1)#[N:2] |f:0.1|. Procedure: Sodium cyanide (3.7 g; 75 mMol) was dissolved in DMSO (50 mL, dried over molecular sieves). The mixture was heated in an oil bath maintained at 50° C., and 15.7 g (50 mMol) of 1-bromomethyl-4-phenoxynaphthalene, prepared as described above, in 75 mL of DMSO was added dropwise. After addition was complete, stirring was continued for 0.5 hours. The temperature was raised to 70° C., and stirring was continued for 1.0 hour. The oil bath was turned off, and the stirring was continued overnight. The m... The reactants are N,N'-Carbonyldiimidazole, N1C=C(C2=CC=CC=C12)CC(=O)O (2-(3-indolyl)acetic acid), C1(=CC=CC=C1)C1(CCC(C2CNCC12)=O)C1=CC=CC=C1 ((3aRS,7aRS)-7,7-diphenyl-4-perhydroisoindolone). The solvent is ClCCl (dichloromethane). Conditions: time 1 hour. The product is C1(=CC=CC=C1)C1(CCC(C2CN(CC12)C(CC1=CNC2=CC=CC=C12)=O)=O)C1=CC=CC=C1 ((3aRS,7aRS)-7,7-diphenyl-2-[2-(3-indolyl)acetyl]-4-perhydroisoindolone). Isolated yield 44.7%. Reaction SMILES: [NH:1]1[C:9]2[C:4](=[CH:5][CH:6]=[CH:7][CH:8]=2)[C:3]([CH2:10][C:11]([OH:13])=O)=[CH:2]1.[C:14]1([C:20]2([C:30]3[CH:35]=[CH:34][CH:33]=[CH:32][CH:31]=3)[CH:28]3[CH:24]([CH2:25][NH:26][CH2:27]3)[C:23](=[O:29])[CH2:22][CH2:21]2)[CH:19]=[CH:18][CH:17]=[CH:16][CH:15]=1>ClCCl>[C:30]1([C:20]2([C:14]3[CH:19]=[CH:18][CH:17]=[CH:16][CH:15]=3)[CH:28]3[CH:24]([CH2:25][N:26]([C:11](=[O:13])[CH2:10][C:3]4[C:4]5[C:9](=[CH:8][CH:7]=[CH:6][CH:5]=5)[NH:1][CH:2]=4)[CH2:27]3)[C:23](=[O:29])[CH2:22][CH2:21]2)[CH:31]=[CH:32][CH:33]=[CH:34][CH:35]=1. Reported procedure: N,N'-Carbonyldiimidazole (4.05 g) is added to a solution of 2-(3-indolyl)acetic acid (4.37 g) in dry dichloromethane (100 cc), cooled to +5° C. The mixture is stirred for 1 hour at +5° C. and (3aRS,7aRS)-7,7-diphenyl-4-perhydroisoindolone (7.3 g) is then added. The reaction mixture is stirred at 20° C. for 20 hours, then washed with distilled water (3×50 cc), dried over magnesium sulphate and filtered and the filtrate is concentrated to dryness under reduced pressure (2.7 kPa). The residue is ch...